describe an organic reaction: reactants, conditions, products, and yield From a dataset of the Open Reaction Database (ORD), a public repository of structured organic reaction records. Starting materials: C(C)(=O)NC1=CC=C(OCC(CN2C(C=3C(C2=O)=CC=CC3)=O)O)C=C1 (3-(p-Acetamidophenoxy)-1-Phthalimidopropan-2-ol), O.NN (Hydrazine hydrate), Cl (hydrochloric acid). Run in C(C)O (ethanol), C(C)O (ethanol). Conditions: time 30 minute. Product: Cl.NCC(COC1=CC=C(C=C1)NC(C)=O)O (1-Amino-3-(p-Acetamidophenoxy)-Propan-2-ol Hydrochloride). RXN SMILES: O.NN.[C:4]([NH:7][C:8]1[CH:29]=[CH:28][C:11]([O:12][CH2:13][CH:14]([OH:27])[CH2:15][N:16]2C(=O)C3=CC=CC=C3C2=O)=[CH:10][CH:9]=1)(=[O:6])[CH3:5].[ClH:30]>C(O)C>[ClH:30].[NH2:16][CH2:15][CH:14]([OH:27])[CH2:13][O:12][C:11]1[CH:28]=[CH:29][C:8]([NH:7][C:4](=[O:6])[CH3:5])=[CH:9][CH:10]=1 |f:0.1,5.6|. Procedure: Hydrazine hydrate (3.6 g, 0.071 mol) was dissolved in 50 ml ethanol and added slowly to a suspension of Compound XVII (25 g, 0.071 mol) in 300 ml boiling ethanol. After 30 min., all the material dissolved. The temperature of the reaction mixture was reduced to 75° C. and maintained for an additional 1.5 hr. At the end of this time, the mixture was cooled to room temperature and concentrated hydrochloric acid added dropwise to pH 1 (pH paper) to destroy the hydrazide intermediate. Since not all o... Starting materials: CC(C)(C)c1ccc(N=C=O)cc1, CCc1ccc(NC(=O)Nc2ccc(Cc3cc(N)ncn3)cc2)cc1, CN(C)C=O. Product: CC(C)(C)c1ccc(NC(=O)Nc2ccc(Cc3cc(N)ncn3)cc2)cc1. As a reaction SMILES: [C:27]([CH3:28])([CH3:29])([CH3:30])[c:31]1[cH:32][cH:33][c:34]([N:37]=[C:38]=[O:39])[cH:35][cH:36]1.[NH2:1][c:2]1[cH:3][c:4]([CH2:8][c:9]2[cH:10][cH:11][c:12]([NH:15][C:16]([NH:17][c:18]3[cH:19][cH:20][c:21]([CH2:22][CH3:23])[cH:24][cH:25]3)=[O:26])[cH:13][cH:14]2)[n:5][cH:6][n:7]1.[O:40]=[CH:41][N:42]([CH3:43])[CH3:44]>>[NH2:1][c:2]1[cH:3][c:4]([CH2:8][c:9]2[cH:10][cH:11][c:12]([NH:15][C:38]([NH:37][c:34]3[cH:33][cH:32][c:31]([C:27]([CH3:28])([CH3:29])[CH3:30])[cH:36][cH:35]3)=[O:39])[cH:13][cH:14]2)[n:5][cH:6][n:7]1. The reactants are Cc1ccc(N2CCN(C(=O)OC(C)(C)C)CC2)nc1, Cl, C1COCCO1. The product is Cc1ccc(N2CCNCC2)nc1. RXN SMILES: [C:1]([O:2][C:3](=[O:4])[N:8]1[CH2:9][CH2:10][N:11]([c:14]2[n:15][cH:16][c:17]([CH3:20])[cH:18][cH:19]2)[CH2:12][CH2:13]1)([CH3:5])([CH3:6])[CH3:7].[ClH:21].[O:22]1[CH2:23][CH2:24][O:25][CH2:26][CH2:27]1>>[NH:8]1[CH2:9][CH2:10][N:11]([c:14]2[n:15][cH:16][c:17]([CH3:20])[cH:18][cH:19]2)[CH2:12][CH2:13]1. The reactants are C(C=C)C1=C(C=C(C=C1)Br)C (1-Allyl-4-bromo-2-methylbenzene), I(=O)(=O)(=O)[O-].[Na+] (sodium periodate), O (water). Reagents/catalysts: O.[Ru](Cl)(Cl)Cl (ruthenium (III) chloride hydrate). Solvent: C(Cl)(Cl)(Cl)Cl (CCl4), C(C)#N (acetonitrile). Conditions: time 5 hour. Yields the product BrC1=CC(=C(C=C1)CC(=O)O)C (2-(4-Bromo-2-methylphenyl)acetic acid). The yield is 88.0%. As a reaction SMILES: [CH2:1]([C:4]1[CH:9]=[CH:8][C:7]([Br:10])=[CH:6][C:5]=1[CH3:11])[CH:2]=C.I([O-])(=O)(=O)=[O:13].[Na+].[OH2:18]>C(Cl)(Cl)(Cl)Cl.C(#N)C.O.[Ru](Cl)(Cl)Cl>[Br:10][C:7]1[CH:8]=[CH:9][C:4]([CH2:1][C:2]([OH:13])=[O:18])=[C:5]([CH3:11])[CH:6]=1 |f:1.2,6.7|. Reported procedure: To a solution of 16A (12 g, 56.8 mmol) in CCl4 (200 mL), acetonitrile (200 mL) and water (300 mL) at rt was added ruthenium (III) chloride hydrate (1.474 g, 7.11 mmol) and sodium periodate (48.6 g, 227 mmol). The suspension was stirred vigorously for 5.0 h. The solvent was removed under vacuum. The residue was filtered though wet CELITE®, washed with EtOAc. The mixture was further extracted with EtOAc (3×400 mL). The volume of organic layers was reduced to ca 500 mL, washed with sat. sodium sulf... Reactants: FC=1C=C(C=CC1N1N=CN=C1)N (3-fluoro-4-[1,2,4]triazol-1-yl-phenylamine), C(C1=CC=CC=C1)C1=NC(=NC(=C1)C)Cl (4-benzyl-2-chloro-6-methyl-pyrimidine). Yields the product C(C1=CC=CC=C1)C1=NC(=NC(=C1)C)NC1=CC(=C(C=C1)N1N=CN=C1)F ((4-Benzyl-6-methyl-pyrimidin-2-yl)-(3-fluoro-4-[1,2,4]triazol-1-yl-phenyl)-amine). RXN SMILES: [F:1][C:2]1[CH:3]=[C:4]([NH2:13])[CH:5]=[CH:6][C:7]=1[N:8]1[CH:12]=[N:11][CH:10]=[N:9]1.[CH2:14]([C:21]1[CH:26]=[C:25]([CH3:27])[N:24]=[C:23](Cl)[N:22]=1)[C:15]1[CH:20]=[CH:19][CH:18]=[CH:17][CH:16]=1>>[CH2:14]([C:21]1[CH:26]=[C:25]([CH3:27])[N:24]=[C:23]([NH:13][C:4]2[CH:5]=[CH:6][C:7]([N:8]3[CH:12]=[N:11][CH:10]=[N:9]3)=[C:2]([F:1])[CH:3]=2)[N:22]=1)[C:15]1[CH:16]=[CH:17][CH:18]=[CH:19][CH:20]=1. Procedure details: The title compound was prepared from 3-fluoro-4-[1,2,4]triazol-1-yl-phenylamine (81.4 mg, 0.46 mmol) and 4-benzyl-2-chloro-6-methyl-pyrimidine (100 mg, 0.46 mmol) in analogous manner to the procedure described in example 1e). Obtained as a light yellow wax (98 mg, 60%). Starting materials: [N+](=O)([O-])C=1SC=C2C1C(N(C2=O)C2C(N(C(CC2)=O)C)=O)=O (1-nitro-5-(1-methyl-2,6-dioxopiperidin-3-yl)-5H-thieno(3,4-c)pyrrole-4,6-dione), [O-]S(=O)S(=O)[O-].[Na+].[Na+] (Na2S2O4). Solvent: CC(=O)C (acetone), O (water), O (water). Yields the product NC=1SC=C2C1C(N(C2=O)C2C(N(C(CC2)=O)C)=O)=O (1-amino-5-(1-methyl-2,6-dioxopiperidin-3-yl)-5H-thieno(3,4-c)pyrrole-4,6-dione). Isolated yield 52.3%. As a reaction SMILES: [N+:1]([C:4]1[S:5][CH:6]=[C:7]2[C:11](=[O:12])[N:10]([CH:13]3[CH2:18][CH2:17][C:16](=[O:19])[N:15]([CH3:20])[C:14]3=[O:21])[C:9](=[O:22])[C:8]=12)([O-])=O.[O-]S(S([O-])=O)=O.[Na+].[Na+]>CC(C)=O.O>[NH2:1][C:4]1[S:5][CH:6]=[C:7]2[C:11](=[O:12])[N:10]([CH:13]3[CH2:18][CH2:17][C:16](=[O:19])[N:15]([CH3:20])[C:14]3=[O:21])[C:9](=[O:22])[C:8]=12 |f:1.2.3|. Procedure: 0.097 g of 1-nitro-5-(1-methyl-2,6-dioxopiperidin-3-yl)-5H-thieno(3,4-c)pyrrole-4,6-dione was dissolved in 10 mL of acetone; and a solution obtained by dissolving 0.239 g of Na2S2O4 in 10 mL of water was added. The reaction mixture was refluxed for 2 h, cooled, and 10 mL of water were added. The aqueous phase was extracted with ethyl acetate (3×30 mL), the organic phases were combined, washed with 40 mL of water and 40 mL of brine, dried over anhydrous MgSO4, filtered, and evaporated to dryness ... Starting materials: C(=O)(O)[O-].[Na+] (NaHCO3), C(Cl)Cl (CH2Cl2), C(CO)(=O)O (Glycolic acid), ClC=1C=C(C(=CC1)NCCCN1C=NC=C1)N (4-chloro-N1-[3-(1H-imidazol-1-yl)propyl]benzene-1,2-diamine). The solvent is Cl (HCl), O (water). Run at temperature 90 celsius. Product: ClC1=CC2=C(N(C(=N2)CO)CCCN2C=NC=C2)C=C1 ({5-chloro-1-[3-(1H-imidazol-1-yl)propyl]-1H-benzimidazol-2-yl}methanol). The yield is 29.3%. Reaction SMILES: [C:1]([OH:5])(=O)[CH2:2]O.[Cl:6][C:7]1[CH:8]=[C:9]([NH2:22])[C:10]([NH:13][CH2:14][CH2:15][CH2:16][N:17]2[CH:21]=[CH:20][N:19]=[CH:18]2)=[CH:11][CH:12]=1.C([O-])(O)=O.[Na+].C(Cl)Cl>Cl.O>[Cl:6][C:7]1[CH:12]=[CH:11][C:10]2[N:13]([CH2:14][CH2:15][CH2:16][N:17]3[CH:21]=[CH:20][N:19]=[CH:18]3)[C:2]([CH2:1][OH:5])=[N:22][C:9]=2[CH:8]=1 |f:2.3|. Procedure: Glycolic acid (1.98 g, 26 mmol, 3 eq.) was added to a solution of 4-chloro-N1-[3-(1H-imidazol-1-yl)propyl]benzene-1,2-diamine (12, 2.18 g, 8.7 mmol) in HCl (6N, 20 mL) at room temperature. The reaction mixture was heated up until 90° C. during 16 hours. After cooling to ambient temperature the reaction mixture was diluted with 100 mL water followed by addition of NaHCO3 until the pH was approximately 7. CH2Cl2 (30 ml) was added and the organic layer was separated and the aqueous layer was furthe...